Dataset: the Open Reaction Database (ORD), a public repository of structured organic reaction records. Task: describe an organic reaction: reactants, conditions, products, and yield The reactants are [Si](C)(C)(C(C)(C)C)O[C@H]1C[C@@H](CC2=CC=C3[C@@H]4CC=C([C@H](C)O)[C@]4(CC[C@@H]3[C@@]12C)C)O[Si](C)(C)C(C)(C)C (1α,3β-bis(tert-butyldimethylsilyloxy)-20(S)-hydroxypregna-5,7,16-triene), CC(C)([O-])C.[K+] (potassium t-butoxide), C1COC2=CC=CC=C2OCCOCCOC3=CC=CC=C3OCCO1 (dibenzo-18-crown-6), O1C[C@@H]1C(C)C ((S)-(+)-1,2-epoxy-3-methylbutane), [F-].C(CCC)[N+](CCCC)(CCCC)CCCC (tetra-n-butylammonium fluoride), [Si](C)(C)(C(C)(C)C)O[C@H]1C[C@@H](CC2=CC=C3[C@@H]4CC=C([C@H](C)OC[C@H](C(C)C)O)[C@]4(CC[C@@H]3[C@@]12C)C)O[Si](C)(C)C(C)(C)C (1α,3β-bis(tert-butyldimethylsilyloxy)-20(S)-{2(S)-hydroxy-3-methyl-butyloxy}pregna-5,7,16-triene). Run in C1(=CC=CC=C1)C (toluene), O1CCCC1 (tetrahydrofuran), C(C)(=O)OCC (ethyl acetate), C(C)OCC (diethyl ether), O1CCCC1 (tetrahydrofuran). Reaction conditions: temperature 106 celsius, time 1 hour. Product: O[C@H]1C[C@@H](CC2=CC=C3[C@@H]4CC=C([C@H](C)OC[C@H](C(C)C)O)[C@]4(CC[C@@H]3[C@@]12C)C)O (1α,3β-dihydroxy-20(S)-{2(S)-hydroxy-3-methylbutyloxy}pregna-5,7,16-triene). Yield: 28.3%. As a reaction SMILES: [Si]([O:8][C@@H:9]1[C@@:28]2([CH3:29])[C:13](=[CH:14][CH:15]=[C:16]3[C@@H:27]2[CH2:26][CH2:25][C@@:24]2([CH3:30])[C@H:17]3[CH2:18][CH:19]=[C:20]2[C@@H:21]([OH:23])[CH3:22])[CH2:12][C@@H:11]([O:31][Si](C(C)(C)C)(C)C)[CH2:10]1)(C(C)(C)C)(C)C.CC(C)([O-])C.[K+].C1OCCOC2C(=CC=CC=2)OCCOCCOC2C(=CC=CC=2)OC1.[O:71]1[C@@H:73]([CH:74]([CH3:76])[CH3:75])[CH2:72]1.[Si](O[C@@H]1[C@@]2(C)C(=CC=C3[C@@H]2CC[C@@]2(C)[C@H]3CC=C2[C@@H](OC[C@@H](O)C(C)C)C)C[C@@H](O[Si](C(C)(C)C)(C)C)C1)(C(C)(C)C)(C)C.[F-].C([N+](CCCC)(CCCC)CCCC)CCC>C1(C)C=CC=CC=1.C(OCC)C.O1CCCC1.C(OCC)(=O)C>[OH:8][C@@H:9]1[C@@:28]2([CH3:29])[C:13](=[CH:14][CH:15]=[C:16]3[C@@H:27]2[CH2:26][CH2:25][C@@:24]2([CH3:30])[C@H:17]3[CH2:18][CH:19]=[C:20]2[C@@H:21]([O:23][CH2:72][C@@H:73]([OH:71])[CH:74]([CH3:76])[CH3:75])[CH3:22])[CH2:12][C@@H:11]([OH:31])[CH2:10]1 |f:1.2,6.7|. Reported procedure: To a solution of 1α,3β-bis(tert-butyldimethylsilyloxy)-20(S)-hydroxypregna-5,7,16-triene (97.9 mg, 0.175 mmol), potassium t-butoxide (230 mg, 2.05 mmol) and dibenzo-18-crown-6 (45.0 mg, 0.125 mmol) in toluene (6 ml) was added (S)-(+)-1,2-epoxy-3-methylbutane (0.18 ml, 1.72 mmol) at room temperature and the mixted solution was stirred at 106° C. for one hour. The reaction solution was diluted with diethyl ether and washed with brine, and then the organic layer was dried over magnesium sulfate. Th... The reactants are S.[Na] (sodium hydrogen sulfide), Cl (HCl), S.[Na] (Sodium hydrogen sulfide), C(C)OC(=O)C1=C(N(C2=CC(=C(C=C2C1=O)F)Br)C1CC1)SC (7-Bromo-1-cyclopropyl-6-fluoro-2-methylsulfanyl-4-oxo-1,4-dihydro-quinoline-3-carboxylic acid ethyl ester). Run in CN(C)C=O (DMF), O (water), C1CCOC1 (THF), O (water). Run at temperature 45 celsius. Product: C(C)OC(=O)C1=C(N(C2=CC(=C(C=C2C1=O)F)Br)C1CC1)S (7-Bromo-1-cyclopropyl-6-fluoro-2-mercapto-4-oxo-1,4-dihydroquinoline-3-carboxylic acid ethyl ester). RXN SMILES: S.[Na].[CH2:3]([O:5][C:6]([C:8]1[C:17](=[O:18])[C:16]2[C:11](=[CH:12][C:13]([Br:20])=[C:14]([F:19])[CH:15]=2)[N:10]([CH:21]2[CH2:23][CH2:22]2)[C:9]=1[S:24]C)=[O:7])[CH3:4].Cl>C1COCC1.O.CN(C=O)C>[CH2:3]([O:5][C:6]([C:8]1[C:17](=[O:18])[C:16]2[C:11](=[CH:12][C:13]([Br:20])=[C:14]([F:19])[CH:15]=2)[N:10]([CH:21]2[CH2:22][CH2:23]2)[C:9]=1[SH:24])=[O:7])[CH3:4] |f:0.1,^1:1|. Reported procedure: Sodium hydrogen sulfide (5 mg, 0.09 mmole, 1.5 equiv.) is added to a stirred solution of 7-Bromo-1-cyclopropyl-6-fluoro-2-methylsulfanyl-4-oxo-1,4-dihydroquinoline-3-carboxylic acid ethyl ester (5, 24 mg, 0.06 mmole) in THF (tetrahydrofuran, 2 ml) under argon at room temperature. The reaction is then stirred at 45° C. until TLC indicated completion. The reaction mixture is diluted with water and washed with diethyl ether. The aqueous layer is acidified by 1N HCl to a pH of approximately 2, and e... RXN SMILES: [H-].[Na+].[Br-].[C:4]([CH2:7][CH2:8][CH2:9][CH2:10][P+](C1C=CC=CC=1)(C1C=CC=CC=1)C1C=CC=CC=1)([OH:6])=[O:5].[CH2:30]([O:37][C:38]1[CH:39]=[C:40]([CH:43]=[CH:44][C:45]=1[O:46][CH2:47][C:48]1[CH:53]=[CH:52][CH:51]=[CH:50][CH:49]=1)C=O)[C:31]1[CH:36]=[CH:35][CH:34]=[CH:33][CH:32]=1.[C:54](=O)=O>CS(C)=O>[CH2:30]([O:37][C:38]1[CH:39]=[C:40]([CH:54]=[CH:10][CH2:9][CH2:8][CH2:7][C:4]([OH:6])=[O:5])[CH:43]=[CH:44][C:45]=1[O:46][CH2:47][C:48]1[CH:49]=[CH:50][CH:51]=[CH:52][CH:53]=1)[C:31]1[CH:32]=[CH:33][CH:34]=[CH:35][CH:36]=1 |f:0.1,2.3|. Reactants: [Br-].C(=O)(O)CCCC[P+](C1=CC=CC=C1)(C1=CC=CC=C1)C1=CC=CC=C1 ((4-carboxybutyl)triphenylphosphonium bromide), C(=O)=O (dry ice), [H-].[Na+] (sodium hydride), C(C1=CC=CC=C1)OC=1C=C(C=O)C=CC1OCC1=CC=CC=C1 (3,4-dibenzyloxybenzaldehyde). Procedure: A mixture of 2 g of oily sodium hydride (60%) and 90 ml of dimethyl sulfoxide was stirred for 1 hour at 55°-60° C. and then allowed to cool to room temperature. To the mixture was added dropwise a mixture of 11 g of (4-carboxybutyl)triphenylphosphonium bromide and 25 ml of dimethyl sulfoxide at room temperature. Thereafter, the mixture was stirred for 30 minutes at room temperature and then to the reaction mixture was added dropwise a mixture of 8 g of 3,4-dibenzyloxybenzaldehyde and 30 ml of di... Run in CS(=O)C (dimethyl sulfoxide), CS(=O)C (dimethyl sulfoxide), CS(=O)C (dimethyl sulfoxide). Reaction conditions: time 1 hour. The yield is 85.1%. Yields the product C(C1=CC=CC=C1)OC=1C=C(C=CC1OCC1=CC=CC=C1)C=CCCCC(=O)O (6-(3,4-dibenzyloxyphenyl)-5-hexenoic acid). Starting materials: ClC1=C(C=CC=C1)C=1N(C(=C(N1)C(=O)N1CCC(CC1)=O)CC)C1=CC=C(C=C1)Cl (1-{[2-(2-chlorophenyl)-1-(4-chlorophenyl)-5-ethyl-1H-imidazol-4-yl]carbonyl}-4-piperidinone), resultant mixture, BrC=1SC=CC1 (2-bromothiophene), solution, [Li]CCCC (BuLi). The solvent is C1CCOC1 (THF), C1CCOC1 (THF), CCCCCC (hexane). Run at time 1 hour. Product: ClC1=C(C=CC=C1)C=1N(C(=C(N1)C(=O)C=1SC=CC1)CC)C1=CC=C(C=C1)Cl ([2-(2-chlorophenyl)-1-(4-chlorophenyl)-5-ethyl-1H-imidazol-4-yl](2-thienyl)-methanone). Yield: 31.0%. Reaction SMILES: Br[C:2]1[S:3][CH:4]=[CH:5][CH:6]=1.[Li]CCCC.[Cl:12][C:13]1[CH:18]=[CH:17][CH:16]=[CH:15][C:14]=1[C:19]1[N:20]([C:35]2[CH:40]=[CH:39][C:38]([Cl:41])=[CH:37][CH:36]=2)[C:21]([CH2:33][CH3:34])=[C:22]([C:24](N2CCC(=O)CC2)=[O:25])[N:23]=1>C1COCC1.CCCCCC>[Cl:12][C:13]1[CH:18]=[CH:17][CH:16]=[CH:15][C:14]=1[C:19]1[N:20]([C:35]2[CH:36]=[CH:37][C:38]([Cl:41])=[CH:39][CH:40]=2)[C:21]([CH2:33][CH3:34])=[C:22]([C:24]([C:2]2[S:3][CH:4]=[CH:5][CH:6]=2)=[O:25])[N:23]=1. Procedure: To a solution of 2-bromothiophene (0.22 g, 1.36 mmol) in 2 mL THF was added 0.84 mL of a 1.6 M solution of BuLi in hexane under argon at −78° C. with stirring. The stirring was continued for 1 h. To this was added a solution of 1-{[2-(2-chlorophenyl)-1-(4-chlorophenyl)-5-ethyl-1H-imidazol-4-yl]carbonyl}-4-piperidinone in 2 mL THF. The resultant mixture was stirred and gradually allowed to warm up to rt overnight. The reaction was quenched with saturated aqueous NH4Cl and the mixture was extracte... Starting materials: BrC=1C=C2C=CC(=CC2=CC1)O (6-Bromo-2-naphthol), O (water), ClCC(CCl)OC(CCl)CCl (1,1-Dichloromethylmethyl ether). Reagents/catalysts: [Ti](Cl)(Cl)(Cl)Cl (titanium tetrachloride). Run in ClCCl (dichloromethane), ClCCl (dichloromethane). Conditions: time 1 hour. Yields the product BrC=1C=C2C=CC(=C(C2=CC1)C=O)O (6-bromo-2-hydroxy-1-naphthaldehyde). Reaction SMILES: [Br:1][C:2]1[CH:3]=[C:4]2[C:9](=[CH:10][CH:11]=1)[CH:8]=[C:7]([OH:12])[CH:6]=[CH:5]2.ClC[CH:15]([O:18]C(CCl)CCl)CCl.O>ClCCl.[Ti](Cl)(Cl)(Cl)Cl>[Br:1][C:2]1[CH:3]=[C:4]2[C:9](=[CH:10][CH:11]=1)[C:8]([CH:15]=[O:18])=[C:7]([OH:12])[CH:6]=[CH:5]2. Reported procedure: 6-Bromo-2-naphthol (25.33 g) was suspended in dichloromethane (300 ml) and titanium tetrachloride (25.0 ml) was slowly added dropwise under cooling in an ice bath. 1,1-Dichloromethylmethyl ether (10.5 ml) was added dropwise to the reaction mixture and the mixture was stirred at the same temperature for 1 hr. The reaction mixture was poured into iced water and dichloromethane was added. The organic layer was separated and the aqueous layer was extracted with dichloromethane. The combined organic ... Starting materials: CC=1NC2=CC=CC=C2C1 (2-methyl indole), C1(=CC=C(C=C1)C=O)C1=CC=CC=C1 (4-biphenyl carboxaldehyde). The product is CC=1NC2=CC=CC=C2C1C(C1=CC=C(C=C1)C1=CC=CC=C1)C1=C(NC2=CC=CC=C12)C (Bis(2-methylindol-3-yl)-(1,1′-biphenyl-4-yl)methane). RXN SMILES: [CH3:1][C:2]1[NH:3][C:4]2[C:9]([CH:10]=1)=[CH:8][CH:7]=[CH:6][CH:5]=2.[C:11]1([C:19]2[CH:24]=[CH:23][CH:22]=[CH:21][CH:20]=2)[CH:16]=[CH:15][C:14]([CH:17]=O)=[CH:13][CH:12]=1>>[CH3:1][C:2]1[NH:3][C:4]2[C:9]([C:10]=1[CH:17]([C:10]1[C:9]3[C:4](=[CH:5][CH:6]=[CH:7][CH:8]=3)[NH:3][C:2]=1[CH3:1])[C:14]1[CH:15]=[CH:16][C:11]([C:19]3[CH:24]=[CH:23][CH:22]=[CH:21][CH:20]=3)=[CH:12][CH:13]=1)=[CH:8][CH:7]=[CH:6][CH:5]=2. Procedure details: The compound Bis(2-methylindol-3-yl)-(1,1′-biphenyl-4-yl)methane was prepared following procedure A, starting from 2-methyl indole and 4-biphenyl carboxaldehyde. LC: Tr 2.71 min, MS: 427 (M+H)+ Reactants: CC(=O)Oc1cc2cc(C(=O)O)c(=O)n(C)c2cc1OC(C)=O, CN(C)C=O, O=S(Cl)Cl, c1ccccc1. Product: CC(=O)Oc1cc2cc(C(=O)Cl)c(=O)n(C)c2cc1OC(C)=O. Reaction SMILES: [C:1]([CH3:2])(=[O:3])[O:4][c:5]1[cH:6][c:7]2[cH:8][c:9]([C:21](=[O:22])[OH:23])[c:10](=[O:20])[n:11]([CH3:19])[c:12]2[cH:13][c:14]1[O:15][C:16]([CH3:17])=[O:18].[CH3:28][N:29]([CH3:30])[CH:31]=[O:32].[S:24]([Cl:25])([Cl:26])=[O:27].[cH:33]1[cH:34][cH:35][cH:36][cH:37][cH:38]1>>[C:1]([CH3:2])(=[O:3])[O:4][c:5]1[cH:6][c:7]2[cH:8][c:9]([C:21](=[O:23])[Cl:26])[c:10](=[O:20])[n:11]([CH3:19])[c:12]2[cH:13][c:14]1[O:15][C:16]([CH3:17])=[O:18].